Dataset: the Open Reaction Database (ORD), a public repository of structured organic reaction records. Task: describe an organic reaction: reactants, conditions, products, and yield Starting materials: B1C2CCCC1CCC2 (9-BBN), C(C=C)N1C2=CC=CC=C2C=2C=CC=CC12 (9-allylcarbazole), BrC1=CC(=CC(=C1)Br)Br (1,3,5-tribromobenzene), C(=O)([O-])[O-].[K+].[K+] (K2CO3). The reagents and catalysts are C=1C=CC(=CC1)[P](C=2C=CC=CC2)(C=3C=CC=CC3)[Pd]([P](C=4C=CC=CC4)(C=5C=CC=CC5)C=6C=CC=CC6)([P](C=7C=CC=CC7)(C=8C=CC=CC8)C=9C=CC=CC9)[P](C=1C=CC=CC1)(C=1C=CC=CC1)C=1C=CC=CC1 (Pd(PPh3)4). The solvent is C1CCOC1 (THF), C1CCOC1 (THF), O (H2O). Conditions: time 15 minute. The product is C1=CC=CC=2C3=CC=CC=C3N(C12)CCCC1=CC(=CC(=C1)Br)Br (1-(3-(carbazol-9-yl)propyl)-3,5-dibromobenzene). Isolated yield 84.0%. Reaction SMILES: B1C2CCCC1CCC2.[CH2:10]([N:13]1[C:25]2[CH:24]=[CH:23][CH:22]=[CH:21][C:20]=2[C:19]2[C:14]1=[CH:15][CH:16]=[CH:17][CH:18]=2)[CH:11]=[CH2:12].[Br:26][C:27]1[CH:32]=[C:31](Br)[CH:30]=[C:29]([Br:34])[CH:28]=1.C([O-])([O-])=O.[K+].[K+]>C1COCC1.C1C=CC([P]([Pd]([P](C2C=CC=CC=2)(C2C=CC=CC=2)C2C=CC=CC=2)([P](C2C=CC=CC=2)(C2C=CC=CC=2)C2C=CC=CC=2)[P](C2C=CC=CC=2)(C2C=CC=CC=2)C2C=CC=CC=2)(C2C=CC=CC=2)C2C=CC=CC=2)=CC=1.O>[CH:24]1[C:25]2[N:13]([CH2:10][CH2:11][CH2:12][C:31]3[CH:32]=[C:27]([Br:26])[CH:28]=[C:29]([Br:34])[CH:30]=3)[C:14]3[C:19](=[CH:18][CH:17]=[CH:16][CH:15]=3)[C:20]=2[CH:21]=[CH:22][CH:23]=1 |f:3.4.5,^1:49,51,70,89|. Reported procedure: 9-BBN (0.5 M in THF, 38 mL, 19 mmol) was added dropwise into a solution of 9-allylcarbazole (29) (3.0 g, 14.5 mmol) in THF (10 mL) at 0° C. The mixture was stirred at room temperature for 15 minutes and then at 35° C. for 4 hours before transferring into a mixture of 1,3,5-tribromobenzene (19.5 g, 60.3 mmol), Pd(PPh3)4 (0.84 g, 0.72 mmol), K2CO3 (10.0 g, 72.4 mmol), H2O (15 mL) and THF (15 mL). The reaction mixture was stirred at 90° C. overnight, cooled to room temperature, and then extracted w...